From a dataset of the Open Reaction Database (ORD), a public repository of structured organic reaction records. describe an organic reaction: reactants, conditions, products, and yield Reactants: ClCCNC(=O)NCC1=CC=C(C=C1)C#N (1-(2-chloroethyl)-3-[(4-cyanophenyl)methyl]-urea), [K].CC(C)([O-])C (potassium tert.butoxide). Run in CN(C=O)C (dimethylformamide). Yields the product C(#N)C1=CC=C(C=C1)CN1C(NCC1)=O (1-[(4-Cyanophenyl)methyl]-imidazolidin-2-one). RXN SMILES: Cl[CH2:2][CH2:3][NH:4][C:5]([NH:7][CH2:8][C:9]1[CH:14]=[CH:13][C:12]([C:15]#[N:16])=[CH:11][CH:10]=1)=[O:6].[K].CC(C)([O-])C>CN(C)C=O>[C:15]([C:12]1[CH:13]=[CH:14][C:9]([CH2:8][N:7]2[CH2:2][CH2:3][NH:4][C:5]2=[O:6])=[CH:10][CH:11]=1)#[N:16] |f:1.2,^1:16|. Reported procedure: To a solution of 20.0 g (84.1 mMol) of 1-(2-chloroethyl)-3-[(4-cyanophenyl)methyl]-urea in 200 ml of anhydrous dimethylformamide were added, in batches and at ambient temperature, 11.2 g (99.8 mMol) of potassium-tert.butoxide and the mixture was then stirred for 2 hours at +40° C. The reaction mixture was evaporated down in vacuo, the residue remaining was distributed between water and ethyl acetate, the organic phase was dried over sodium sulphate, clarified over activated charcoal and evaporat... Yields the product ClC=1C=C2C(C(=COC2=CC1O)C=1C=C(OCCCCC#N)C=CC1)=O (5-[3-(6-Chloro-7-hydroxy-4-oxo-4H-chromen-3-yl)-phenoxy]-pentanenitrile). Starting materials: ClC1=C(C=C(O)C=C1)O (4-Chlororesorcinol), CN(C)C=O (DMF), C(#N)CCCCOC=1C=C(C=CC1)CC(=O)O ([3-(4-Cyano-butoxy)-phenyl]-acetic acid), P(Cl)(Cl)(Cl)(Cl)Cl (PCl5). Reported procedure: This compound was synthesised in the same manner as described above. 4-Chlororesorcinol (0.37 g, 2.58 mmol), [3-(4-Cyano-butoxy)-phenyl]-acetic acid (0.6 g, 2.58 mmol), BF3Et2O (8 ml), PCl5 (0.81 g, 3.89 mmol), DMF (8 ml and 12 ml). The precipitate formed was filtered and re-crystallized from methanol to give 5-[3-(6-Chloro-7-hydroxy-4-oxo-4H-chromen-3-yl)-phenoxy]-pentanenitrile as a white solid (0.59 g, 59.1%); Rf 0.7 ethyl acetate/hexane (80/20)]. RXN SMILES: [Cl:1][C:2]1[CH:8]=[CH:7][C:5]([OH:6])=[CH:4][C:3]=1[OH:9].[C:10]([CH2:12][CH2:13][CH2:14][CH2:15][O:16][C:17]1[CH:18]=[C:19]([CH2:23][C:24]([OH:26])=O)[CH:20]=[CH:21][CH:22]=1)#[N:11].P(Cl)(Cl)(Cl)(Cl)Cl.[CH3:33]N(C=O)C>>[Cl:1][C:2]1[CH:8]=[C:7]2[C:5](=[CH:4][C:3]=1[OH:9])[O:6][CH:33]=[C:23]([C:19]1[CH:18]=[C:17]([CH:22]=[CH:21][CH:20]=1)[O:16][CH2:15][CH2:14][CH2:13][CH2:12][C:10]#[N:11])[C:24]2=[O:26]. The yield is 59.1%.